From a dataset of the Open Reaction Database (ORD), a public repository of structured organic reaction records. describe an organic reaction: reactants, conditions, products, and yield The reactants are imine, C(C=C)OC(=O)N1[C@@H](C[C@H](C1)O)CO ((2S,4R)-N-(Allyloxycarbonyl)-4-hydroxy-2-(hydroxymethyl) pyrrolidine), ( 16 ), C(C=C)OC(=O)N1[C@@H](C[C@H](C1)O)CO ((2S,4R)-N-(Allyloxycarbonyl)-4-hydroxy-2-(hydroxymethyl) pyrrolidine), ( 17 ), C(C=C)OC(=O)N1[C@@H](C[C@H](C1)O)CO[Si](C)(C)C(C)(C)C ((2S,4R)-N-(Allyloxycarbonyl)-2-(tert-butyidimethylsilyloxymethyl)-4-hydroxypyrrolidine), C(C=C)OC(=O)N1[C@@H](C[C@H](C1)O)CO ((2S,4R)-N-(Allyloxycarbonyl)-4-hydroxy-2-(hydroxymethyl) pyrrolidine), O[C@@H]1N(C2=C(C(N3[C@H]1CC(C3)=C)=O)C=C(C=C2)I)NC(=O)OCC(Cl)(Cl)Cl ((11S,11aS)-11-Hydroxy-7-iodo-2-methylidene-10-(2,2,2-trichloroethyloxycarbonylamino)-1,2,3,10,11,11a-hexahydro-5H-pyrrolo[2,1-c][1,4]benzodiazepin-5-one), C(C=C)OC(=O)N1[C@@H](C[C@H](C1)O)CO[Si](C)(C)C(C)(C)C ((2S,4R)-N-(Allyloxycarbonyl)-2-(tert-butyidimethylsilyloxymethyl)-4-hydroxypyrrolidine), C(C=C)OC(=O)N1[C@@H](C[C@H](C1)O)CO ((2S,4R)-N-(Allyloxycarbonyl)-4-hydroxy-2-(hydroxymethyl) pyrrolidine), C(C=C)OC(=O)N1[C@@H](C[C@H](C1)O)CO ((2S,4R)-N-(Allyloxycarbonyl)-4-hydroxy-2-(hydroxymethyl) pyrrolidine), ( 17 ), C(C=C)OC(=O)N1[C@@H](C[C@H](C1)O)CO[Si](C)(C)C(C)(C)C ((2S,4R)-N-(Allyloxycarbonyl)-2-(tert-butyidimethylsilyloxymethyl)-4-hydroxypyrrolidine), ( 6 ), C(C=C)OC(=O)N1[C@@H](C[C@H](C1)O)CO[Si](C)(C)C(C)(C)C ((2S,4R)-N-(Allyloxycarbonyl)-2-(tert-butyidimethylsilyloxymethyl)-4-hydroxypyrrolidine), C(C=C)OC(=O)N1[C@@H](C[C@H](C1)O)CO ((2S,4R)-N-(Allyloxycarbonyl)-4-hydroxy-2-(hydroxymethyl) pyrrolidine), [Si](C)(C)(C(C)(C)C)OC[C@H]1NCC(C1)=C ((2S)-2-(tert-butyldimethylsilyloxymethyl)-4-methylidenepyrrolidine), C(C=C)OC(=O)N1[C@@H](C[C@H](C1)O)CO ((2S,4R)-N-(Allyloxycarbonyl)-4-hydroxy-2-(hydroxymethyl) pyrrolidine), [Si](C)(C)(C(C)(C)C)OC[C@H]1NCC(C1)=C ((2S)-2-(tert-butyldimethylsilyloxymethyl)-4-methylidenepyrrolidine), C(C=C)OC(=O)N1[C@@H](C[C@H](C1)O)CO ((2S,4R)-N-(Allyloxycarbonyl)-4-hydroxy-2-(hydroxymethyl) pyrrolidine), C(C=C)OC(=O)N1[C@@H](C[C@H](C1)O)CO[Si](C)(C)C(C)(C)C ((2S,4R)-N-(Allyloxycarbonyl)-2-(tert-butyidimethylsilyloxymethyl)-4-hydroxypyrrolidine), C(C=C)OC(=O)N1[C@@H](C[C@H](C1)O)CO[Si](C)(C)C(C)(C)C ((2S,4R)-N-(Allyloxycarbonyl)-2-(tert-butyidimethylsilyloxymethyl)-4-hydroxypyrrolidine). The product is IC=1C=CC2=C(C(N3[C@H](C=N2)CC(C3)=C)=O)C1 ((11aS)-7-Iodo-2-methylidene-1,2,3,11a-tetrahydro-5H-pyrrolo[2,1-c][1,4]benzodiazepin-5-one). RXN SMILES: C(OC(N1C[C@H](O)C[C@H]1CO[Si](C(C)(C)C)(C)C)=O)C=C.C(OC(N1C[C@H](O)C[C@H]1CO)=O)C=C.O[C@H:37]1[C@@H:43]2[CH2:44][C:45](=[CH2:47])[CH2:46][N:42]2[C:41](=[O:48])[C:40]2[CH:49]=[C:50]([I:53])[CH:51]=[CH:52][C:39]=2[N:38]1NC(OCC(Cl)(Cl)Cl)=O.[Si](OC[C@@H]1CC(=C)CN1)(C(C)(C)C)(C)C>>[I:53][C:50]1[CH:51]=[CH:52][C:39]2[N:38]=[CH:37][C@@H:43]3[CH2:44][C:45](=[CH2:47])[CH2:46][N:42]3[C:41](=[O:48])[C:40]=2[CH:49]=1. Procedure: 10% cadmium-lead couple (109 mg, 0.875 mmol) was added to a stirred solution of the Troc-protected carbinolamine 13 (93 mg, 0.175 mmol) in THF (1 mL) and aqueous 1 N ammonium acetate (1 mL). After 45 minutes at room temperature TLC revealed complete reaction (70% EtOAc/Petroleum Ether). The mixture was diluted with EtOAc (30 mL), dried (MgSO4), filtered and evaporated in vacuo. The crude residue was purified by flash chromatography (70% EtOAc/Petroleum Ether) to provide the novel PBD (14, BSD-SJ... Starting materials: N1=C(C=NC=C1)C(=O)O (pyrazine 2-carboxylic acid), C(C(=O)Cl)(=O)Cl (oxalyl chloride). Reagents/catalysts: CN(C)C=O (DMF). Run in ClCCl (dichloromethane). Yields the product N1=C(C=NC=C1)C(=O)Cl (pyrazine 2-carbonyl chloride). Reaction SMILES: [N:1]1[CH:6]=[CH:5][N:4]=[CH:3][C:2]=1[C:7]([OH:9])=O.C(Cl)(=O)C([Cl:13])=O>ClCCl.CN(C=O)C>[N:1]1[CH:6]=[CH:5][N:4]=[CH:3][C:2]=1[C:7]([Cl:13])=[O:9]. Procedure details: A suspension of pyrazine 2-carboxylic acid (2.52 g, 20.3 mmol) in dichloromethane (30 mL) at 0° C. was treated with oxalyl chloride (1.95 mL, 22.3 mmol) followed by the addition of catalytic DMF (1 drop). The reaction mixture was allowed to warm to room temperature overnight, then concentrated in vacuo to give pyrazine 2-carbonyl chloride as a violet-colored solid. Reactants: Brc1ccc2cnccc2c1, CC(C)c1cc(C(C)C)c(-c2ccccc2P(C(C)(C)C)C(C)(C)C)c(C(C)C)c1, O=C([O-])[O-], [Cs+], [Cs+], O=[N+]([O-])c1cn[nH]c1, O=C(C=Cc1ccccc1)C=Cc1ccccc1, C1COCCO1, O=C(C=Cc1ccccc1)C=Cc1ccccc1, O=C(C=Cc1ccccc1)C=Cc1ccccc1, [Pd], [Pd]. The product is O=[N+]([O-])c1cnn(-c2ccc3cnccc3c2)c1. Reaction SMILES: [Br:9][c:10]1[cH:11][c:12]2[cH:13][cH:14][n:15][cH:16][c:17]2[cH:18][cH:19]1.[C:20]([P:21]([C:22]([CH3:23])([CH3:24])[CH3:25])[c:26]1[cH:27][cH:28][cH:29][cH:30][c:31]1-[c:32]1[c:33]([CH:34]([CH3:35])[CH3:36])[cH:37][c:38]([CH:39]([CH3:40])[CH3:41])[cH:42][c:43]1[CH:44]([CH3:45])[CH3:46])([CH3:47])([CH3:48])[CH3:49].[C:50](=[O:51])([O-:52])[O-:53].[Cs+:54].[Cs+:55].[N+:1](=[O:2])([O-:3])[c:4]1[cH:5][n:6][nH:7][cH:8]1.[O:100]=[C:101]([CH:102]=[CH:103][c:104]1[cH:105][cH:106][cH:107][cH:108][cH:109]1)[CH:110]=[CH:111][c:112]1[cH:113][cH:114][cH:115][cH:116][cH:117]1.[O:56]1[CH2:57][CH2:58][O:59][CH2:60][CH2:61]1.[O:64]=[C:65]([CH:66]=[CH:67][c:68]1[cH:69][cH:70][cH:71][cH:72][cH:73]1)[CH:74]=[CH:75][c:76]1[cH:77][cH:78][cH:79][cH:80][cH:81]1.[O:82]=[C:83]([CH:84]=[CH:85][c:86]1[cH:87][cH:88][cH:89][cH:90][cH:91]1)[CH:92]=[CH:93][c:94]1[cH:95][cH:96][cH:97][cH:98][cH:99]1.[Pd:62].[Pd:63]>>[N+:1](=[O:2])([O-:3])[c:4]1[cH:5][n:6][n:7](-[c:10]2[cH:11][c:12]3[cH:13][cH:14][n:15][cH:16][c:17]3[cH:18][cH:19]2)[cH:8]1. Starting materials: ClCCCOC=1C=C2C(=NC1)NC(=C2)C(=O)N2CCC(CC2)(F)F ([5-(3-chloro-propoxy)-1H-pyrrolo[2,3-b]pyridin-2-yl]-(4,4-difluoro-piperidin-1-yl)-methanone), Cl.C[C@@H]1NCCC1 ((S)-2-methyl-pyrrolidine hydrochloride), C([O-])([O-])=O.[K+].[K+] (potassium carbonate). Solvent: C(C)#N (acetonitrile). Product: FC1(CCN(CC1)C(=O)C1=CC=2C(=NC=C(C2)OCCCN2[C@H](CCC2)C)N1)F ((4,4-Difluoro-piperidin-1-yl)-[5-[3-((S)-2-methyl-pyrrolidin-1-yl)-propoxy]-1H-pyrrolo[2,3-b]pyridin-2-yl]-methanone). The yield is 57.0%. Reaction SMILES: Cl[CH2:2][CH2:3][CH2:4][O:5][C:6]1[CH:7]=[C:8]2[CH:14]=[C:13]([C:15]([N:17]3[CH2:22][CH2:21][C:20]([F:24])([F:23])[CH2:19][CH2:18]3)=[O:16])[NH:12][C:9]2=[N:10][CH:11]=1.Cl.[CH3:26][C@H:27]1[CH2:31][CH2:30][CH2:29][NH:28]1.C(=O)([O-])[O-].[K+].[K+]>C(#N)C>[F:23][C:20]1([F:24])[CH2:21][CH2:22][N:17]([C:15]([C:13]2[NH:12][C:9]3=[N:10][CH:11]=[C:6]([O:5][CH2:4][CH2:3][CH2:2][N:28]4[CH2:29][CH2:30][CH2:31][C@@H:27]4[CH3:26])[CH:7]=[C:8]3[CH:14]=2)=[O:16])[CH2:18][CH2:19]1 |f:1.2,3.4.5|. Procedure: The title compound was synthesized in analogy to example 1, intermediate a), from [5-(3-chloro-propoxy)-1H-pyrrolo[2,3-b]pyridin-2-yl]-(4,4-difluoro-piperidin-1-yl)-methanone, (S)-2-methyl-pyrrolidine hydrochloride (commercially available) and potassium carbonate in acetonitrile to give the desired product as a colorless solid (57%).